From a dataset of the Open Reaction Database (ORD), a public repository of structured organic reaction records. describe an organic reaction: reactants, conditions, products, and yield Starting materials: C1(=CC=CC=C1)C(C(=O)O)(CC)C1=CC=CC=C1 (2,2-diphenylbutanoic acid), NCCCN1CCC(CC1)C=1C=C(C=CC1)NC(=O)C1CC1 (N-{3-[1-(3-aminopropyl)-4-piperidinyl]phenyl}cyclopropanecarboxamide). Yields the product C1(=CC=CC=C1)C(C(=O)NCCCN1CCC(CC1)C=1C=C(C=CC1)NC(=O)C1CC1)(CC)C1=CC=CC=C1 (N-[3-(1-{3-[(2,2-DIPHENYLBUTANOYL)AMINO]PROPYL}-4-PIPERIDINYL)PHENYL]CYCLOPROPANECARBOXAMIDE). As a reaction SMILES: [C:1]1([C:7]([C:13]2[CH:18]=[CH:17][CH:16]=[CH:15][CH:14]=2)([CH2:11][CH3:12])[C:8](O)=[O:9])[CH:6]=[CH:5][CH:4]=[CH:3][CH:2]=1.[NH2:19][CH2:20][CH2:21][CH2:22][N:23]1[CH2:28][CH2:27][CH:26]([C:29]2[CH:30]=[C:31]([NH:35][C:36]([CH:38]3[CH2:40][CH2:39]3)=[O:37])[CH:32]=[CH:33][CH:34]=2)[CH2:25][CH2:24]1>>[C:13]1([C:7]([C:1]2[CH:2]=[CH:3][CH:4]=[CH:5][CH:6]=2)([CH2:11][CH3:12])[C:8]([NH:19][CH2:20][CH2:21][CH2:22][N:23]2[CH2:28][CH2:27][CH:26]([C:29]3[CH:30]=[C:31]([NH:35][C:36]([CH:38]4[CH2:40][CH2:39]4)=[O:37])[CH:32]=[CH:33][CH:34]=3)[CH2:25][CH2:24]2)=[O:9])[CH:14]=[CH:15][CH:16]=[CH:17][CH:18]=1. Reported procedure: Example 122 was prepared from 2,2-diphenylbutanoic acid and N-{3-[1-(3-aminopropyl)-4-piperidinyl]phenyl}cyclopropanecarboxamide according to the procedures described in Scheme 10: 1H NMR (400 MHz, CDCl3) δ 7.89–7.74 (br, 1H), 7.48–7.05 (m, 13H), 6.89–6.74 (d, 1H, J=7.2 Hz), 6.46–6.25 (br, 1H), 3.30–3.15 (m, 2H), 3.15–3.01 (m, 2H), 2.38–2.25 (m, 3H), 2.25–2.09 (m, 2H), 1.99–1.78 (m, 3H), 1.78–1.60 (m, 5H), 1.60–1.47 (m, 1H), 1.12–1.01 (m, 2H), 0.90–0.71 (m, 2H), 0.75 (t, 3H, J=7.2 Hz); ESMS m/e:... Starting materials: C(#N)C1=C(OC=2C=C(C(=O)O)C=CC2)C=CC(=C1)C(F)(F)F (3-(2-cyano-4-trifluoromethylphenoxy)benzoic acid), ClCCCl (1,2-dichloroethane), S(O)(O)(=O)=O (sulphuric acid), [N+](=O)([O-])[O-].[K+] (Potassium nitrate), ice, ice. Run in O (water). Conditions: temperature 0 celsius. Product: C(#N)C1=C(OC=2C=CC(=C(C(=O)O)C2)[N+](=O)[O-])C=CC(=C1)C(F)(F)F (5-(2-cyano-4-trifluoromethylphenoxy)-2-nitrobenzoic acid). RXN SMILES: [C:1]([C:3]1[CH:18]=[C:17]([C:19]([F:22])([F:21])[F:20])[CH:16]=[CH:15][C:4]=1[O:5][C:6]1[CH:7]=[C:8]([CH:12]=[CH:13][CH:14]=1)[C:9]([OH:11])=[O:10])#[N:2].ClCCCl.S(=O)(=O)(O)O.[N+:32]([O-])([O-:34])=[O:33].[K+]>O>[C:1]([C:3]1[CH:18]=[C:17]([C:19]([F:20])([F:21])[F:22])[CH:16]=[CH:15][C:4]=1[O:5][C:6]1[CH:14]=[CH:13][C:12]([N+:32]([O-:34])=[O:33])=[C:8]([CH:7]=1)[C:9]([OH:11])=[O:10])#[N:2] |f:3.4|. Reported procedure: The product from (a) (9.22 g) was added in portions to a mixture of 1,2-dichloroethane (25 ml) and concentrated sulphuric acid (40 ml) stirred at 0° C. Potassium nitrate (3.13 g) was then added in portions with stirring at 0° C., over a period of 15 minutes. The mixture was then stirred at 0° C. for 30 minutes, allowed to warm to room temperature, and poured into 200 ml of ice and water. The mixture was stirred until the ice had melted, and filtered with suction. The solid which separated on eva...